From a dataset of the Open Reaction Database (ORD), a public repository of structured organic reaction records. describe an organic reaction: reactants, conditions, products, and yield Starting materials: CN(C)C(=O)Oc2ccc1ccccc1c2 (substrate), Cn2cnc1ccccc12 (effective_coupling_partner). The reagents and catalysts are dcype. Reaction conditions: temperature 110 celsius, time 12 hour. Yields the product Cn4c(c2ccc1ccccc1c2)nc3ccccc34. Starting materials: CCO, O=C1NCCc2c1[nH]c1cc(F)c3c(c21)CCO3, [K+], [OH-]. Yields the product NCCc1c(C(=O)O)[nH]c2cc(F)c3c(c12)CCO3. RXN SMILES: [CH3:21][CH2:22][OH:23].[F:3][c:4]1[cH:5][c:6]2[nH:7][c:8]3[c:13]([c:14]2[c:15]2[c:16]1[O:17][CH2:18][CH2:19]2)[CH2:12][CH2:11][NH:10][C:9]3=[O:20].[K+:2].[OH-:1]>>[O:1]=[C:9]([c:8]1[nH:7][c:6]2[cH:5][c:4]([F:3])[c:16]3[c:15]([c:14]2[c:13]1[CH2:12][CH2:11][NH2:10])[CH2:19][CH2:18][O:17]3)[OH:20]. Reactants: FC1=CC=C(C#N)C=C1 (4-fluorobenzonitrile), N1N=CC=C1 (pyrazole), [H-].[Na+] (NaH). As a reaction SMILES: F[C:2]1[CH:9]=[CH:8][C:5]([C:6]#[N:7])=[CH:4][CH:3]=1.[NH:10]1[CH:14]=[CH:13][CH:12]=[N:11]1.[H-].[Na+]>CN(C=O)C.O.CCOC(C)=O>[N:10]1([C:2]2[CH:9]=[CH:8][C:5]([C:6]#[N:7])=[CH:4][CH:3]=2)[CH:14]=[CH:13][CH:12]=[N:11]1 |f:2.3|. The yield is 76.6%. Run in O (water), CCOC(=O)C (EtOAc), CN(C)C=O (DMF). Yields the product N1(N=CC=C1)C1=CC=C(C#N)C=C1 (4-pyrazol-1-yl-benzonitrile). Conditions: temperature 145 celsius. Procedure details: To a solution of 4-fluorobenzonitrile (1.5 g, 12.35 mmol) and pyrazole (0.843 g, 12.38 mmol) in DMF (10 mL) was added NaH (60% in oil, 0.644 g, 16.09 mmol). The reaction was heated to 145° C. for 20 h. The reaction was cooled to room temperature and was diluted with water and EtOAc The aqueous layer was washed with EtOAc (3×) and the combined organic layers were washed with water (4×). The organic solution was dried (MgSO4, filtered, and concentrated. Medium pressure chromatography (4:1 hexanes:... The reactants are CC1=CC=2C(=NC3=C(NC2S1)C=CC=C3)N3C[C@@H](NCC3)CCC=3C=NC=CC3 (2-methyl-10-((S)-3-(2-pyridin-3-yl-ethyl)-piperazin-1-yl)-4H-3-thia-4,9-diaza-benzo[f]azulene), C(C)(=O)O[BH-](OC(C)=O)OC(C)=O.[Na+] (sodium triacetoxyborohydride), C=O (formaldehyde), C(Cl)Cl (methylene chloride). Solvent: C([O-])(O)=O.[Na+] (sodium bicarbonate). Reaction conditions: time 10 minute. The product is CC1=CC=2C(=NC3=C(NC2S1)C=CC=C3)N3C[C@@H](N(CC3)C)CCC=3C=NC=CC3 (2-Methyl-10-(4-methyl-(S)-3-(2-pyridin-3-yl-ethyl)-piperazin-1-yl)-4H-3-thia-4,9-diaza-benzo[f]azulene). The yield is 79.0%. Reaction SMILES: [CH3:1][C:2]1[S:11][C:10]2[NH:9][C:8]3[CH:12]=[CH:13][CH:14]=[CH:15][C:7]=3[N:6]=[C:5]([N:16]3[CH2:21][CH2:20][NH:19][C@@H:18]([CH2:22][CH2:23][C:24]4[CH:25]=[N:26][CH:27]=[CH:28][CH:29]=4)[CH2:17]3)[C:4]=2[CH:3]=1.C=O.[CH2:32](Cl)Cl.C(O[BH-](OC(=O)C)OC(=O)C)(=O)C.[Na+]>C(=O)(O)[O-].[Na+]>[CH3:1][C:2]1[S:11][C:10]2[NH:9][C:8]3[CH:12]=[CH:13][CH:14]=[CH:15][C:7]=3[N:6]=[C:5]([N:16]3[CH2:21][CH2:20][N:19]([CH3:32])[C@@H:18]([CH2:22][CH2:23][C:24]4[CH:25]=[N:26][CH:27]=[CH:28][CH:29]=4)[CH2:17]3)[C:4]=2[CH:3]=1 |f:3.4,5.6|. Procedure details: Combine 2-methyl-10-((S)-3-(2-pyridin-3-yl-ethyl)-piperazin-1-yl)-4H-3-thia-4,9-diaza-benzo[f]azulene (728 mg, 1.80 mmol) and formaldehyde (158 μL, 1.98 mmol, 37% in water), and methylene chloride (30 mL). Stir 10 minutes at ambient temperature. Add sodium triacetoxyborohydride (573 mg, 2.70 mmol) and stir 1 hour at ambient temperature. Dilute with saturated sodium bicarbonate solution and extract with methylene chloride. Dry the extracts with sodium sulfate, filter and concentrate the filtrate.... Starting materials: CS(=O)(=O)OCCOC1=C(C=C(C(=C1)F)F)F (2-(2,4,5-Trifluorophenoxy)ethyl Methanesulfonate), O (water), CN1CCN(CC1)C=1C(NC=CN1)=O (3-(4-Methyl-1-piperazinyl)-2(1H)-pyrazinone), CC(C)(C)[O-].[K+] (t-BuOK). Run in C1CCOC1 (THF), C1CCOC1 (THF). Conditions: temperature 60 celsius. Product: FC1=C(OCCN2C(C(=NC=C2)N2CCN(CC2)C)=O)C=C(C(=C1)F)F (1-[2-(2,4,5-Trifluorophenoxy)ethyl]-3-(4-methyl-1-piperazinyl)-2(1H)-pyrazinone). Reaction SMILES: [CH3:1][N:2]1[CH2:7][CH2:6][N:5]([C:8]2[C:9](=[O:14])[NH:10][CH:11]=[CH:12][N:13]=2)[CH2:4][CH2:3]1.CC([O-])(C)C.[K+].CS(O[CH2:26][CH2:27][O:28][C:29]1[CH:34]=[C:33]([F:35])[C:32]([F:36])=[CH:31][C:30]=1[F:37])(=O)=O.O>C1COCC1>[F:37][C:30]1[CH:31]=[C:32]([F:36])[C:33]([F:35])=[CH:34][C:29]=1[O:28][CH2:27][CH2:26][N:10]1[CH:11]=[CH:12][N:13]=[C:8]([N:5]2[CH2:4][CH2:3][N:2]([CH3:1])[CH2:7][CH2:6]2)[C:9]1=[O:14] |f:1.2|. Reported procedure: A mixture of 3-(4-methyl-1-piperazinyl)-2(1H)-pyrazinone (obtained in Step 2 above; 0.5 g, 2.6 mmol) and t-BuOK (440 mg, 3.90 mmol) in THF (40 mL) was stirred until the mixture became thick (about 10 min), and then a solution of 2-(2,4,5-trifluorophenoxy)ethyl methanesulfonate (0.90 g, 2.2 mmol; from Step 4) in THF (10 mL) was added. After being stirred for 5 days at ambient temp, HPLC showed only 50% conversion. The reaction solution was then heated to 60° C. overnight which gave almost full co...